From a dataset of the Open Reaction Database (ORD), a public repository of structured organic reaction records. describe an organic reaction: reactants, conditions, products, and yield Reactants: O=C([O-])[O-], CC(=O)OCBr, COc1ccnc(C(=O)NC2COC(=O)C(Cc3ccccc3)C(O)C(C)OC2=O)c1O, CC(C)=O, CCOC(C)=O, [I-], [K+], [K+], [Na+], O. Product: COc1ccnc(C(=O)NC2COC(=O)C(Cc3ccccc3)C(O)C(C)OC2=O)c1OCOC(C)=O. Reaction SMILES: [C:33](=[O:34])([O-:35])[O-:36].[C:41]([CH3:42])(=[O:43])[O:44][CH2:45][Br:46].[CH2:1]([c:2]1[cH:3][cH:4][cH:5][cH:6][cH:7]1)[CH:8]1[C:9](=[O:32])[O:10][CH2:11][CH:12]([NH:20][C:21](=[O:22])[c:23]2[n:24][cH:25][cH:26][c:27]([O:30][CH3:31])[c:28]2[OH:29])[C:13](=[O:19])[O:14][CH:15]([CH3:18])[CH:16]1[OH:17].[CH3:47][C:48](=[O:49])[CH3:50].[CH3:51][CH2:52][O:53][C:54](=[O:55])[CH3:56].[I-:40].[K+:37].[K+:38].[Na+:39].[OH2:57]>>[CH2:1]([c:2]1[cH:3][cH:4][cH:5][cH:6][cH:7]1)[CH:8]1[C:9](=[O:32])[O:10][CH2:11][CH:12]([NH:20][C:21](=[O:22])[c:23]2[n:24][cH:25][cH:26][c:27]([O:30][CH3:31])[c:28]2[O:29][CH2:45][O:44][C:41]([CH3:42])=[O:43])[C:13](=[O:19])[O:14][CH:15]([CH3:18])[CH:16]1[OH:17]. The reactants are C(C)C(COC1=CC=C(C=C1)C1=NC(=NC(=N1)C1=CC=C(C=C1)OCC(CCCC)CC)C1=C(C=C(C=C1)O)O)CCCC (4-{4,6-bis[4-(2-ethylhexyloxy)phenyl]-s-triazin-2-yl}-1,3-dihydroxybenzene), BrCC(CC)CCCC (3-bromomethylheptane), [OH-].[Na+] (sodium hydroxide). Solvent: COCCO (methylcellosolve), COCCO (methylcellosolve). Run at time 15 minute. Yields the product C(C)C(COC1=CC=C(C=C1)C1=NC(=NC(=N1)C1=CC=C(C=C1)OCC(CCCC)CC)C1=C(C=C(C=C1)OCC(CCCC)CC)O)CCCC (2-{4,6-bis-[4-(2-ethylhexyloxy)-phenyl]-s-triazin-2-yl}-5-(2-ethylhexyloxy)phenol). The yield is 101.5%. As a reaction SMILES: [CH2:1]([CH:3]([CH2:41][CH2:42][CH2:43][CH3:44])[CH2:4][O:5][C:6]1[CH:11]=[CH:10][C:9]([C:12]2[N:17]=[C:16]([C:18]3[CH:23]=[CH:22][C:21]([O:24][CH2:25][CH:26]([CH2:31][CH3:32])[CH2:27][CH2:28][CH2:29][CH3:30])=[CH:20][CH:19]=3)[N:15]=[C:14]([C:33]3[CH:38]=[CH:37][C:36]([OH:39])=[CH:35][C:34]=3[OH:40])[N:13]=2)=[CH:8][CH:7]=1)[CH3:2].[OH-].[Na+].Br[CH2:48][CH:49]([CH2:52][CH2:53][CH2:54][CH3:55])[CH2:50][CH3:51]>COCCO>[CH2:1]([CH:3]([CH2:41][CH2:42][CH2:43][CH3:44])[CH2:4][O:5][C:6]1[CH:7]=[CH:8][C:9]([C:12]2[N:17]=[C:16]([C:18]3[CH:23]=[CH:22][C:21]([O:24][CH2:25][CH:26]([CH2:31][CH3:32])[CH2:27][CH2:28][CH2:29][CH3:30])=[CH:20][CH:19]=3)[N:15]=[C:14]([C:33]3[CH:38]=[CH:37][C:36]([O:39][CH2:48][CH:49]([CH2:50][CH3:51])[CH2:52][CH2:53][CH2:54][CH3:55])=[CH:35][C:34]=3[OH:40])[N:13]=2)=[CH:10][CH:11]=1)[CH3:2] |f:1.2|. Reported procedure: A 1 l sulfonating flask equipped with stirrer, condenser, internal thermometer and dropping funnel is charged at 80° C. with 83.7 g (0.14 mol) of 4-{4,6-bis[4-(2-ethylhexyloxy)phenyl]-s-triazin-2-yl}-1,3-dihydroxybenzene together with 500 ml of methylcellosolve. 18.1 g of 30% sodium hydroxide solution (0.16 mol) are added, stirring is continued for 15 minutes, and a solution of 31.4 g (0.16 mol) of 3-bromomethylheptane and 30 ml of methylcellosolve is then added dropwise over a period of 30 minu... The reactants are COc1ccc(CNc2nc(CCC(=O)O)nc3sc4c(c23)CCCC4)cc1Cl, ClCCl, O=S(Cl)Cl. Yields the product COc1ccc(CNc2nc(CCC(=O)Cl)nc3sc4c(c23)CCCC4)cc1Cl. RXN SMILES: [Cl:1][c:2]1[cH:3][c:4]([CH2:5][NH:6][c:7]2[c:8]3[c:9]([n:10][c:11]([CH2:13][CH2:14][C:15](=[O:16])[OH:17])[n:12]2)[s:18][c:19]2[c:20]3[CH2:21][CH2:22][CH2:23][CH2:24]2)[cH:25][cH:26][c:27]1[O:28][CH3:29].[Cl:34][CH2:35][Cl:36].[S:30]([Cl:31])([Cl:32])=[O:33]>>[Cl:1][c:2]1[cH:3][c:4]([CH2:5][NH:6][c:7]2[c:8]3[c:9]([n:10][c:11]([CH2:13][CH2:14][C:15](=[O:16])[Cl:32])[n:12]2)[s:18][c:19]2[c:20]3[CH2:21][CH2:22][CH2:23][CH2:24]2)[cH:25][cH:26][c:27]1[O:28][CH3:29]. Product: O=C1CCC(N2Cc3c(OCc4cccc(CN5CCn6nc(C(F)(F)F)nc6C5)c4)cccc3C2=O)C(=O)N1. Starting materials: O=C1CCC(N2Cc3c(OCc4cccc(CBr)c4)cccc3C2=O)C(=O)N1, CCOC(C)=O, CCOCC, CCN(C(C)C)C(C)C, ClCCl, FC(F)(F)c1nc2n(n1)CCNC2. Reaction SMILES: [Br:1][CH2:2][c:3]1[cH:4][c:5]([CH2:6][O:7][c:8]2[c:9]3[c:13]([cH:14][cH:15][cH:16]2)[C:12](=[O:17])[N:11]([CH:18]2[C:19](=[O:25])[NH:20][C:21](=[O:24])[CH2:22][CH2:23]2)[CH2:10]3)[cH:26][cH:27][cH:28]1.[CH3:54][CH2:55][O:56][C:57]([CH3:58])=[O:59].[CH3:60][CH2:61][O:62][CH2:63][CH3:64].[CH:42]([N:43]([CH2:44][CH3:45])[CH:46]([CH3:47])[CH3:48])([CH3:49])[CH3:50].[Cl:51][CH2:52][Cl:53].[F:29][C:30]([c:31]1[n:32][n:33]2[c:34]([n:39]1)[CH2:35][NH:36][CH2:37][CH2:38]2)([F:40])[F:41]>>[CH2:2]([c:3]1[cH:4][c:5]([CH2:6][O:7][c:8]2[c:9]3[c:13]([cH:14][cH:15][cH:16]2)[C:12](=[O:17])[N:11]([CH:18]2[C:19](=[O:25])[NH:20][C:21](=[O:24])[CH2:22][CH2:23]2)[CH2:10]3)[cH:26][cH:27][cH:28]1)[N:36]1[CH2:35][c:34]2[n:33]([n:32][c:31]([C:30]([F:29])([F:40])[F:41])[n:39]2)[CH2:38][CH2:37]1. Reactants: C(=O)C=1C=CC2=C(CC[C@@H](O2)CC2=CC=C(C=C2)O)C1 ((R)-3,4-dihydro-6-formyl-2-(4-hydroxybenzyl)-2H-benzopyran), CC(C)([O-])C.[K+] (potassium tertbutoxide), O (Water), FC=1C=C(CBr)C=CC1 (m-fluorobenzyl bromide). Solvent: CN(C)C=O (DMF). Run at time 2 hour. Yields the product FC=1C=C(COC2=CC=C(C[C@@H]3OC4=C(CC3)C=C(C=C4)C=O)C=C2)C=CC1 ((R)-2-[4-(3-Fluorobenzyloxy)benzyl]-3,4-dihydro-6-formyl-2H-benzopyran). RXN SMILES: [CH:1]([C:3]1[CH:4]=[CH:5][C:6]2[O:11][C@@H:10]([CH2:12][C:13]3[CH:18]=[CH:17][C:16]([OH:19])=[CH:15][CH:14]=3)[CH2:9][CH2:8][C:7]=2[CH:20]=1)=[O:2].CC(C)([O-])C.[K+].[F:27][C:28]1[CH:29]=[C:30]([CH:33]=[CH:34][CH:35]=1)[CH2:31]Br.O>CN(C=O)C>[F:27][C:28]1[CH:29]=[C:30]([CH:33]=[CH:34][CH:35]=1)[CH2:31][O:19][C:16]1[CH:17]=[CH:18][C:13]([CH2:12][C@H:10]2[CH2:9][CH2:8][C:7]3[CH:20]=[C:3]([CH:1]=[O:2])[CH:4]=[CH:5][C:6]=3[O:11]2)=[CH:14][CH:15]=1 |f:1.2|. Procedure: To a solution of (R)-3,4-dihydro-6-formyl-2-(4-hydroxybenzyl)-2H-benzopyran (1.8 g, 6.7 mmol) in DMF (10 ml) at 0° C. was added potassium tertbutoxide (0.83 g, 7.4 mmol). After 30 minutes m-fluorobenzyl bromide (0.91 ml, 7.4 mmol) was added and the resulting slurry was warmed to room temperature and stirred for 2 hours. Water was added and the precipitate was collected, washed with water and air dried (2.5 g). Solvent: CO (methanol). Run at time 1 hour. Reaction SMILES: O.[NH2:2][NH2:3].Cl.CO[C:7]([C:9]1[CH:14]=[CH:13][N:12]2[CH:15]=[CH:16][N:17]=[C:11]2[CH:10]=1)=[NH:8]>CO>[N:17]1[CH:16]=[CH:15][N:12]2[CH:13]=[CH:14][C:9]([C:7]([NH:2][NH2:3])=[NH:8])=[CH:10][C:11]=12 |f:0.1,2.3|. Product: N=1C=CN2C1C=C(C=C2)C(=N)NN (Imidazo[1,2-a]pyridine-7-carboximidic Acid, Hydrazide). Reported procedure: Hydrazine hydrate (80% in water, 0.25 ml, 2 equiv) was added to a mixture of imidazo[1,2-a]pyridine-7-carboximidic acid methyl ester hydrochloride (1.0 g, 4.7 mmol, 1 equiv) in methanol (30 ml). The mixture was heated to 70 deg C. for 1 hour then allowed to cool to room temperature. After leaving to stand overnight, any solid was removed by vacuum filtration and the solution was concentrated in vacuo and re-concentrated from methanol and was used crude without further purification in the cyclisa... The reactants are O.NN (Hydrazine hydrate), Cl.COC(=N)C1=CC=2N(C=C1)C=CN2 (imidazo[1,2-a]pyridine-7-carboximidic acid methyl ester hydrochloride). The reactants are ClC1=CC=C(C(=O)NC=2C=C3C=CC=NC3=C(N2)N2CCN(CC2)CCO)C=C1 (6-(4-chlorobenzoylamino)-8-[4-(2-hydroxyethyl)-1-piperazinyl]-1,7-naphthyridine), Cl (HCl), CCOCC (ether). The solvent is C(C)O (ethanol). The product is Cl.ClC1=CC=C(C(=O)NC=2C=C3C=CC=NC3=C(N2)N2CCN(CC2)CCO)C=C1 (6-(4-Chlorobenzoylamino)-8-[4-(2-hydroxyethyl)-1-piperazinyl]-1,7-naphthyridine hydrochloride). Yield: 188.2%. As a reaction SMILES: [Cl:1][C:2]1[CH:29]=[CH:28][C:5]([C:6]([NH:8][C:9]2[CH:10]=[C:11]3[C:16](=[C:17]([N:19]4[CH2:24][CH2:23][N:22]([CH2:25][CH2:26][OH:27])[CH2:21][CH2:20]4)[N:18]=2)[N:15]=[CH:14][CH:13]=[CH:12]3)=[O:7])=[CH:4][CH:3]=1.Cl.CCOCC>C(O)C>[ClH:1].[Cl:1][C:2]1[CH:29]=[CH:28][C:5]([C:6]([NH:8][C:9]2[CH:10]=[C:11]3[C:16](=[C:17]([N:19]4[CH2:24][CH2:23][N:22]([CH2:25][CH2:26][OH:27])[CH2:21][CH2:20]4)[N:18]=2)[N:15]=[CH:14][CH:13]=[CH:12]3)=[O:7])=[CH:4][CH:3]=1 |f:4.5|. Procedure: Dissolved in 20 ml of ethanol was 4.1 g of 6-(4-chlorobenzoylamino)-8-[4-(2-hydroxyethyl)-1-piperazinyl]-1,7-naphthyridine, followed by a gradual addition of HCl-saturated ethanol while stirring the reaction system under ice-cooling. Thereafter, 200 ml of ether was added further and the resultant crystals were collected by filtration. The crystals were thoroughly washed with ether and then dried, thereby obtaining 4.2 g of the hydrochloride (Compound No. 29) as light yellowish crystals.